From a dataset of the Open Reaction Database (ORD), a public repository of structured organic reaction records. describe an organic reaction: reactants, conditions, products, and yield The reactants are Cc1ccc(S(=O)(=O)Oc2nn3c(-c4cc(F)ccc4F)nnc(C)c3c2C(C)(C)C)cc1, CCn1ncnc1CO, [H-], [Na+], CN(C)C=O, O. Yields the product CCn1ncnc1COc1nn2c(-c3cc(F)ccc3F)nnc(C)c2c1C(C)(C)C. Reaction SMILES: [C:1]([CH3:2])([CH3:3])([CH3:4])[c:5]1[c:6]([O:23][S:24]([c:25]2[cH:26][cH:27][c:28]([CH3:29])[cH:30][cH:31]2)(=[O:32])=[O:33])[n:7][n:8]2[c:9](-[c:15]3[c:16]([F:22])[cH:17][cH:18][c:19]([F:21])[cH:20]3)[n:10][n:11][c:12]([CH3:14])[c:13]12.[CH2:34]([CH3:35])[n:36]1[n:37][cH:38][n:39][c:40]1[CH2:41][OH:42].[H-:43].[Na+:44].[O:46]=[CH:47][N:48]([CH3:49])[CH3:50].[OH2:45]>>[C:1]([CH3:2])([CH3:3])([CH3:4])[c:5]1[c:6]([O:23][CH2:41][c:40]2[n:36]([CH2:34][CH3:35])[n:37][cH:38][n:39]2)[n:7][n:8]2[c:9](-[c:15]3[c:16]([F:22])[cH:17][cH:18][c:19]([F:21])[cH:20]3)[n:10][n:11][c:12]([CH3:14])[c:13]12. Reactants: CCCCOc1nc(N)c2nc(OC)n(CCCC3CCCCN3)c2n1, CCCC(C)Oc1nc(N)c2nc(OC)n(CCC3CCN(C(=O)OCc4ccccc4)CC3)c2n1. Product: CCCC(C)Oc1nc(N)c2nc(OC)n(CCC3CCNCC3)c2n1. RXN SMILES: [CH2:1]([O:2][c:3]1[n:4][c:5]2[c:6]([n:7][c:8]([O:9][CH3:10])[n:11]2[CH2:12][CH2:13][CH2:14][CH:15]2[CH2:16][CH2:17][CH2:18][CH2:19][NH:20]2)[c:21]([NH2:22])[n:23]1)[CH2:24][CH2:25][CH3:26].[NH2:27][c:28]1[c:29]2[n:30][c:31]([O:61][CH3:62])[n:32]([CH2:43][CH2:44][CH:45]3[CH2:46][CH2:47][N:48]([C:51]([O:52][CH2:53][c:54]4[cH:55][cH:56][cH:57][cH:58][cH:59]4)=[O:60])[CH2:49][CH2:50]3)[c:33]2[n:34][c:35]([O:37][CH:38]([CH2:39][CH2:40][CH3:41])[CH3:42])[n:36]1>>[NH2:27][c:28]1[c:29]2[n:30][c:31]([O:61][CH3:62])[n:32]([CH2:43][CH2:44][CH:45]3[CH2:46][CH2:47][NH:48][CH2:49][CH2:50]3)[c:33]2[n:34][c:35]([O:37][CH:38]([CH2:39][CH2:40][CH3:41])[CH3:42])[n:36]1. Starting materials: initial reactants, C(\C=C\C1=CC=CC=C1)C1NCCCC1 ((E)-2-(cinnamyl)piperidine), C1(CCC1)C(=O)Cl (cyclobutanecarboxylic acid chloride). Product: C(\C=C\C1=CC=CC=C1)C1N(CCCC1)C(=O)C1CCC1 ((E)-2-cinnamyl-1-(cyclobutanecarbonyl)piperidine). Reaction SMILES: [CH2:1]([CH:10]1[CH2:15][CH2:14][CH2:13][CH2:12][NH:11]1)/[CH:2]=[CH:3]/[C:4]1[CH:9]=[CH:8][CH:7]=[CH:6][CH:5]=1.[CH:16]1([C:20](Cl)=[O:21])[CH2:19][CH2:18][CH2:17]1>>[CH2:1]([CH:10]1[CH2:15][CH2:14][CH2:13][CH2:12][N:11]1[C:20]([CH:16]1[CH2:19][CH2:18][CH2:17]1)=[O:21])/[CH:2]=[CH:3]/[C:4]1[CH:9]=[CH:8][CH:7]=[CH:6][CH:5]=1. Reported procedure: Stage a) The method is the same as that of Example 1.1, Stage a), the initial reactants being (E)-2-(cinnamyl)piperidine and cyclobutanecarboxylic acid chloride, which furnish (E)-2-cinnamyl-1-(cyclobutanecarbonyl)piperidine (formula II; Ar=C6H5, m=1, n=2, R=cyclobutyl). Yield: 99%. Reactants: ClC=1C(N(S(C1C1=CC=C(C=C1)C(F)(F)F)(=O)=O)CC)=O (4-chloro-2-ethyl-5-[4-(trifluoromethyl)phenyl]isothiazol-3(2H)-one 1,1-dioxide), N1(CCOCC1)C1=CC=C(N)C=C1 (4-morpholin-4-ylaniline). Yields the product C(C)N1S(C(=C(C1=O)NC1=CC=C(C=C1)N1CCOCC1)C1=CC=C(C=C1)C(F)(F)F)(=O)=O (2-Ethyl-4-[(4-morpholin-4-ylphenyl)amino]-5-[4-(trifluoromethyl)phenyl]isothiazol-3(2H)-one 1,1-dioxide). RXN SMILES: Cl[C:2]1[C:3](=[O:21])[N:4]([CH2:19][CH3:20])[S:5](=[O:18])(=[O:17])[C:6]=1[C:7]1[CH:12]=[CH:11][C:10]([C:13]([F:16])([F:15])[F:14])=[CH:9][CH:8]=1.[N:22]1([C:28]2[CH:34]=[CH:33][C:31]([NH2:32])=[CH:30][CH:29]=2)[CH2:27][CH2:26][O:25][CH2:24][CH2:23]1>>[CH2:19]([N:4]1[C:3](=[O:21])[C:2]([NH:32][C:31]2[CH:30]=[CH:29][C:28]([N:22]3[CH2:27][CH2:26][O:25][CH2:24][CH2:23]3)=[CH:34][CH:33]=2)=[C:6]([C:7]2[CH:12]=[CH:11][C:10]([C:13]([F:16])([F:15])[F:14])=[CH:9][CH:8]=2)[S:5]1(=[O:18])=[O:17])[CH3:20]. Reported procedure: The title compound was prepared from 4-chloro-2-ethyl-5-[4-(trifluoromethyl)phenyl]isothiazol-3(2H)-one 1,1-dioxide and 4-morpholin-4-ylaniline in a similar manner as described for Example 11. 1H NMR (500 MHz, CDCl3): δ 1.51 (t, 3H), 2.98-3.01 (m, 4H), 3.81-3.83 (m, 4H), 3.88 (q, 2H), 6.52 (d, 2H), 6.64 (d, 2H), 7.22 (d, 2H), 7.36 (d, 2H). The reactants are C(N)(=O)C(C(C)C)(C)NC(=O)C1=NC2=CC=CC=C2C=C1 (N-(1-carbamoyl-1,2-dimethylpropyl)-2-quinolinecarboxamide), oil, [H-].[Na+] (sodium hydride), O (water). The solvent is C=1(C(=CC=CC1)C)C (xylene). Yields the product C(C)(C)C1(C(N=C(N1)C1=NC2=CC=CC=C2C=C1)=O)C (5-Isopropyl-5-methyl-2-(2-quinolyl)-2-imidazolin-4-one). Isolated yield 78.3%. As a reaction SMILES: [C:1]([C:4]([NH:9][C:10]([C:12]1[CH:21]=[CH:20][C:19]2[C:14](=[CH:15][CH:16]=[CH:17][CH:18]=2)[N:13]=1)=O)([CH3:8])[CH:5]([CH3:7])[CH3:6])(=[O:3])[NH2:2].[H-].[Na+].O>C1(C)C(C)=CC=CC=1>[CH:5]([C:4]1([CH3:8])[NH:9][C:10]([C:12]2[CH:21]=[CH:20][C:19]3[C:14](=[CH:15][CH:16]=[CH:17][CH:18]=3)[N:13]=2)=[N:2][C:1]1=[O:3])([CH3:7])[CH3:6] |f:1.2|. Reported procedure: To a slurry of N-(1-carbamoyl-1,2-dimethylpropyl)-2-quinolinecarboxamide (16.04 g, 0.0562 mol) in xylene (610 ml) under nitrogen is added a 50% oil dispersion of sodium hydride (2.7 g, 0.056 mol) at 20° C. The reaction is heated to reflux for 2 hours, cooled and water (50 ml) added. The aqueous layer is extracted with methylene chloride and the organic layers combined and evaporated to give a yellow oil, 17 g. Purification is accomplished by passing through a silica gel column using hexane-ethyl... Starting materials: C(C)(=O)OC(C)=O (acetic anhydride), ClC1=CC=C(C=C1)SC1=C(N(C=2CCCC(C12)=NO)CC(=O)OCC)C (ethyl [3-(4-chlorophenylsulfanyl)-4-(hydroxyimino)-2-methyl-4,5,6,7-tetrahydro-1H-indol-1-yl]acetate), [I-].[Na+] (sodium iodide), C(C)(=O)OC(C)=O (acetic anhydride), S(=S)(=O)([O-])[O-].[Na+].[Na+] (sodium thiosulfate). The solvent is C=1(C(=CC=CC1)C)C (xylene), C(C)(=O)O (acetic acid), C=1(C(=CC=CC1)C)C (xylene), C(C)(=O)O (acetic acid), O (water). Reaction conditions: temperature 100 celsius, time 1.5 hour. Yields the product C(C)(=O)NC1=C2C(=C(N(C2=CC=C1)CC(=O)OCC)C)SC1=CC=C(C=C1)Cl (ethyl [4-acetylamino-3-(4-chlorophenylsulfanyl)-2-methyl-1H-indol-1-yl]acetate). Isolated yield 77.0%. Reaction SMILES: [I-].[Na+].[C:3](OC(=O)C)(=[O:5])[CH3:4].[Cl:10][C:11]1[CH:16]=[CH:15][C:14]([S:17][C:18]2[C:26]3[C:25](=[N:27]O)[CH2:24][CH2:23][CH2:22][C:21]=3[N:20]([CH2:29][C:30]([O:32][CH2:33][CH3:34])=[O:31])[C:19]=2[CH3:35])=[CH:13][CH:12]=1.S([O-])([O-])(=O)=S.[Na+].[Na+]>C1(C)C(C)=CC=CC=1.C(O)(=O)C.O>[C:3]([NH:27][C:25]1[CH:24]=[CH:23][CH:22]=[C:21]2[C:26]=1[C:18]([S:17][C:14]1[CH:15]=[CH:16][C:11]([Cl:10])=[CH:12][CH:13]=1)=[C:19]([CH3:35])[N:20]2[CH2:29][C:30]([O:32][CH2:33][CH3:34])=[O:31])(=[O:5])[CH3:4] |f:0.1,4.5.6|. Procedure details: A mixture of sodium iodide (0.05 mol equiv) in xylene (1.0 rel vol), acetic acid (1.0 rel vol) and acetic anhydride (1.2 mole equiv) was heated to 97-103° C. in vessel 1 with stirring. In vessel 2, acetic anhydride (1.3 mole equiv) was added to a stirred slurry of ethyl [3-(4-chlorophenylsulfanyl)-4-(hydroxyimino)-2-methyl-4,5,6,7-tetrahydro-1H-indol-1-yl]acetate (1 mole equiv, limiting reagent) in xylene (1.0 rel vol) and acetic acid (1.0 rel vol) at 19-25° C. After stirring at this temperature...